Dataset: the Open Reaction Database (ORD), a public repository of structured organic reaction records. Task: describe an organic reaction: reactants, conditions, products, and yield Starting materials: [O-][Mn](=O)(=O)=O.[K+] (KMnO4), CC1=NN(C=C1)C1=CC=CC=C1 (3-Methyl-1-phenyl-1H-pyrazole), [OH-].[Na+] (NaOH). Solvent: O (H2O). Reaction conditions: temperature 85 celsius. The product is C1(=CC=CC=C1)N1N=C(C=C1)C(=O)O (1-phenyl-1H-pyrazole-3-carboxylic acid). Yield: 44.7%. As a reaction SMILES: [O-:1][Mn](=O)(=O)=O.[K+].[CH3:7][C:8]1[CH:12]=[CH:11][N:10]([C:13]2[CH:18]=[CH:17][CH:16]=[CH:15][CH:14]=2)[N:9]=1.[OH-:19].[Na+]>O>[C:13]1([N:10]2[CH:11]=[CH:12][C:8]([C:7]([OH:1])=[O:19])=[N:9]2)[CH:14]=[CH:15][CH:16]=[CH:17][CH:18]=1 |f:0.1,3.4|. Procedure details: KMnO4 (1.2 g, 7.6 mmol) was added portionwise to a stirred solution of 3-Methyl-1-phenyl-1H-pyrazole (100 mg, 0.63 mmol) and NaOH (504 mg, 12.6 mmol) in H2O (4 mL). The resulting mixture was heated to 85° C. for 48 hrs. The reaction mixture was filtered, filtrate was acidified with 30% aqueous HCl solution, extracted the aqueous layer with EtOAc. The organic phase was dried over Na2SO4 and concentrated under reduced pressure to get the residue. The obtained residue was purified by washing with h... Reactants: C(CC(O)(C(=O)O)CC(=O)O)(=O)O (citric acid), [Br-].COC=1C=C(C[P+](C2=CC=CC=C2)(C2=CC=CC=C2)C2=CC=CC=C2)C=C(C1)OC (3,5-dimethoxybenzyltriphenylphosphonium bromide), O=C1SC(C(N1)=O)CC1=CC=C(OC2=CC=C(C=O)C=C2)C=C1 (4-[4-(2,4-Dioxothiazolidin-5-ylmethyl)-phenoxy]-benzaldehyde), CC(C)([O-])C.[K+] (potassium tert-butoxide). Solvent: C1CCOC1 (THF). Reaction conditions: temperature 0 celsius, time 15 minute. Yields the product COC=1C=C(C=C(C1)OC)C=CC1=CC=C(OC2=CC=C(CC3C(NC(S3)=O)=O)C=C2)C=C1 (5-(4-{4-[2-(3,5-Dimethoxyphenyl)-vinyl]-phenoxy}-benzyl)-thiazolidine-2,4-dione). RXN SMILES: [Br-].[CH3:2][O:3][C:4]1[CH:5]=[C:6]([CH:27]=[C:28]([O:30][CH3:31])[CH:29]=1)[CH2:7][P+](C1C=CC=CC=1)(C1C=CC=CC=1)C1C=CC=CC=1.CC(C)([O-])C.[K+].[O:38]=[C:39]1[NH:43][C:42](=[O:44])[CH:41]([CH2:45][C:46]2[CH:60]=[CH:59][C:49]([O:50][C:51]3[CH:58]=[CH:57][C:54]([CH:55]=O)=[CH:53][CH:52]=3)=[CH:48][CH:47]=2)[S:40]1.C(O)(=O)CC(CC(O)=O)(C(O)=O)O>C1COCC1>[CH3:31][O:30][C:28]1[CH:27]=[C:6]([CH:7]=[CH:55][C:54]2[CH:53]=[CH:52][C:51]([O:50][C:49]3[CH:59]=[CH:60][C:46]([CH2:45][CH:41]4[S:40][C:39](=[O:38])[NH:43][C:42]4=[O:44])=[CH:47][CH:48]=3)=[CH:58][CH:57]=2)[CH:5]=[C:4]([O:3][CH3:2])[CH:29]=1 |f:0.1,2.3|. Procedure: To a suspension of 3,5-dimethoxybenzyltriphenylphosphonium bromide (0.82 g, 2.0 mmol) in THF (10 mL) at 0° C. was added solid potassium tert-butoxide (224 mg, 2.0 mmol). The resultant red solution was stirred for 15 min at 0° C. then cooled to −78° C. Solid 53 (0.3 mg, 0.90 mmol) was added and the reaction was allowed to warm to room temperature. After 30 min 10% citric acid (50 mL) was added and the mixture was partitioned between water (50 mL) and ethyl acetate (75 mL). The organic layer was w... Starting materials: Cc1cnc(N)c(Br)n1, O=C([O-])[O-], CCOC(C)=O, [K+], [K+], CN(C)C=O, c1ccc(OC2CNC2)cc1, O. The product is Cc1cnc(N)c(N2CC(Oc3ccccc3)C2)n1. RXN SMILES: [Br:18][c:19]1[c:20]([NH2:26])[n:21][cH:22][c:23]([CH3:25])[n:24]1.[C:1](=[O:2])([O-:3])[O-:4].[CH3:33][CH2:34][O:35][C:36]([CH3:37])=[O:38].[K+:5].[K+:6].[O:28]=[CH:29][N:30]([CH3:31])[CH3:32].[O:7]([c:8]1[cH:9][cH:10][cH:11][cH:12][cH:13]1)[CH:14]1[CH2:15][NH:16][CH2:17]1.[OH2:27]>>[O:7]([c:8]1[cH:9][cH:10][cH:11][cH:12][cH:13]1)[CH:14]1[CH2:15][N:16]([c:19]2[c:20]([NH2:26])[n:21][cH:22][c:23]([CH3:25])[n:24]2)[CH2:17]1. Reactants: ice, BrCC(OC)OC (2-Bromo-1,1-dimethoxyethane), [O-]CC.[Na+] (sodium ethoxide), COC1=CC=C(C=C1)S (4-methoxybenzenethiol). Solvent: C(C)O (ethanol). Reaction conditions: time 15 minute. Product: COC(CSC1=CC=C(C=C1)OC)OC (1-[(2,2-dimethoxyethyl)thio]-4-methoxybenzene). Yield: 100.4%. As a reaction SMILES: [O-]CC.[Na+].[CH3:5][O:6][C:7]1[CH:12]=[CH:11][C:10]([SH:13])=[CH:9][CH:8]=1.Br[CH2:15][CH:16]([O:19][CH3:20])[O:17][CH3:18]>C(O)C>[CH3:18][O:17][CH:16]([O:19][CH3:20])[CH2:15][S:13][C:10]1[CH:11]=[CH:12][C:7]([O:6][CH3:5])=[CH:8][CH:9]=1 |f:0.1|. Reported procedure: To an ice cooled solution of sodium ethoxide (3.26 g, 48.0 mmol) in ethanol (25.0 mL) was slowly added 4-methoxybenzenethiol (6.73 g, 48.0 mmol). The reaction mixture was stirred for 15 min. 2-Bromo-1,1-dimethoxyethane (5.64 mL, 48.0 mmol) was added, and the reaction mixture was refluxed for 2 h. After the precipitate was isolated by filtration, the mother liquor was evaporated under reduced pressure. The resultant residue was diluted with diethyl ether (100 mL) and washed with water and brine, ... Reactants: CCOC(=O)c1nc(C2CCCC2)n(C)c(=O)c1OCc1ccccc1, C1CCOC1, [Li+], [OH-], O, O. Product: Cn1c(C2CCCC2)nc(C(=O)O)c(OCc2ccccc2)c1=O. As a reaction SMILES: [CH2:1]([c:2]1[cH:3][cH:4][cH:5][cH:6][cH:7]1)[O:8][c:9]1[c:10]([C:22](=[O:23])[O:24][CH2:25][CH3:26])[n:11][c:12]([CH:17]2[CH2:18][CH2:19][CH2:20][CH2:21]2)[n:13]([CH3:16])[c:14]1=[O:15].[CH2:30]1[O:31][CH2:32][CH2:33][CH2:34]1.[Li+:28].[OH-:27].[OH2:29].[OH2:35]>>[CH2:1]([c:2]1[cH:3][cH:4][cH:5][cH:6][cH:7]1)[O:8][c:9]1[c:10]([C:22](=[O:23])[OH:24])[n:11][c:12]([CH:17]2[CH2:18][CH2:19][CH2:20][CH2:21]2)[n:13]([CH3:16])[c:14]1=[O:15]. Reactants: COC1=CC=C(C(C2=CC=C(C=C2)OC)(C2=CC=CC=C2)OCC(CN(C)C)O)C=C1 (1-(4,4′-Dimethoxytrityloxy)-3-dimethylamino-2-propanol), C(C)(C)(C)[Si](Cl)(C)C (t-butyldimethylchlorosilane), C(C)(C)(C)[Si](Cl)(C)C (t-Butyldimethylchlorosilane), C(C)(C)N(C(C)C)CC (N,N-diisopropylethylamine). The solvent is CN(C=O)C (N,N-dimethylformamide), CN(C=O)C (N,N-dimethylformamide). Reaction conditions: time 3 hour. Product: [Si](C)(C)(C(C)(C)C)OCC(CN(C)C)O (1-(t-Butyldimethylsilyloxy)-3-dimethylamino-2-propanol). RXN SMILES: COC1C=CC(C([O:22][CH2:23][CH:24]([OH:29])[CH2:25][N:26]([CH3:28])[CH3:27])(C2C=CC=CC=2)C2C=CC(OC)=CC=2)=CC=1.C(N(CC)C(C)C)(C)C.[C:41]([Si:45]([CH3:48])([CH3:47])Cl)([CH3:44])([CH3:43])[CH3:42]>CN(C)C=O>[Si:45]([O:22][CH2:23][CH:24]([OH:29])[CH2:25][N:26]([CH3:27])[CH3:28])([C:41]([CH3:44])([CH3:43])[CH3:42])([CH3:48])[CH3:47]. Procedure details: 3-Dimethylamino-1,2-propanediol (5), (50.1 g, 420.4 mmol) was weighed into a 2 L round bottomed flask with a stir bar. The flask was sealed, flushed with argon, charged with N,N-dimethylformamide (750 mL) and N,N-diisopropylethylamine (111 mL, 630.7 mmol) and cooled to 0° C. t-Butyldimethylchlorosilane (67.0 g, 1.05 equiv.) was weighed into a 500 mL round bottomed flask, sealed and then dissolved in N,N-dimethylformamide (250 mL). The t-butyldimethylchlorosilane solution was transferred to a pre... Yield: 21.4%. Starting materials: BrCCN1C(C2=CC=CC=C2C1OC)=O ((RS)-2-(2-bromoethyl)-3-methoxyisoindolinone), FC=1C=C2C(=CNC2=CC1)CC1CCNCC1 (4-[(5-fluoro-3-indolyl)methyl]piperidine), C([O-])(O)=O.[Na+] (sodium bicarbonate). Yields the product FC=1C=C2C(=CNC2=CC1)CC1CCN(CC1)CCN1C(C2=CC=CC=C2C1OC)=O ((RS)-2-{2-[4-((5-fluoro-3-indolyl)methyl)piperidino]ethyl}-3-methoxyisoindolinone). Run in CN(C=O)C (dimethylformamide), O1CCCC1 (tetrahydrofuran). Reaction conditions: temperature 20 celsius, time 10 hour. As a reaction SMILES: Br[CH2:2][CH2:3][N:4]1[CH:12]([O:13][CH3:14])[C:11]2[C:6](=[CH:7][CH:8]=[CH:9][CH:10]=2)[C:5]1=[O:15].[F:16][C:17]1[CH:18]=[C:19]2[C:23](=[CH:24][CH:25]=1)[NH:22][CH:21]=[C:20]2[CH2:26][CH:27]1[CH2:32][CH2:31][NH:30][CH2:29][CH2:28]1.C(=O)(O)[O-].[Na+]>CN(C)C=O.O1CCCC1>[F:16][C:17]1[CH:18]=[C:19]2[C:23](=[CH:24][CH:25]=1)[NH:22][CH:21]=[C:20]2[CH2:26][CH:27]1[CH2:32][CH2:31][N:30]([CH2:2][CH2:3][N:4]2[CH:12]([O:13][CH3:14])[C:11]3[C:6](=[CH:7][CH:8]=[CH:9][CH:10]=3)[C:5]2=[O:15])[CH2:29][CH2:28]1 |f:2.3|. Procedure: The procedure is as in Example 25, starting with (RS)-2-(2-bromoethyl)-3-methoxyisoindolinone (2.4 g), 4-[(5-fluoro-3-indolyl)methyl]piperidine (2.1 g) and sodium bicarbonate (0.74 g) in a mixture of dimethylformamide (50 cc) and tetrahydrofuran (40 cc). The mixture is heated to boiling for 10 hours and then cooled to a temperature in the region of 20° C. After purification by flash chromatography on a silica column under a stream of nitrogen at moderate pressure (0.5-1.5 bar) with ethyl acetate... The reactants are ClCCl, O=C(OC(=O)C(F)(F)F)C(F)(F)F, COC(=O)C(CO)N(Cc1ccccc1NC(=O)C(F)(F)F)S(=O)(=O)c1ccc(OC)cc1. The product is C=C(C(=O)OC)N(Cc1ccccc1NC(=O)C(F)(F)F)S(=O)(=O)c1ccc(OC)cc1. As a reaction SMILES: [Cl:47][CH2:48][Cl:49].[F:34][C:35]([F:36])([F:37])[C:38]([O:39][C:40](=[O:41])[C:42]([F:43])([F:44])[F:45])=[O:46].[OH:1][CH2:2][CH:3]([C:4](=[O:5])[O:6][CH3:7])[N:8]([CH2:9][c:10]1[c:11]([NH:16][C:17]([C:18]([F:19])([F:20])[F:21])=[O:22])[cH:12][cH:13][cH:14][cH:15]1)[S:23](=[O:24])(=[O:25])[c:26]1[cH:27][cH:28][c:29]([O:32][CH3:33])[cH:30][cH:31]1>>[CH2:2]=[C:3]([C:4](=[O:5])[O:6][CH3:7])[N:8]([CH2:9][c:10]1[c:11]([NH:16][C:17]([C:18]([F:19])([F:20])[F:21])=[O:22])[cH:12][cH:13][cH:14][cH:15]1)[S:23](=[O:24])(=[O:25])[c:26]1[cH:27][cH:28][c:29]([O:32][CH3:33])[cH:30][cH:31]1. Yield: 84.1%. Run in CC(=O)C (acetone). RXN SMILES: C(=O)([O-])[O-].[Cs+].[Cs+].[Cl:7][C:8]1[C:13]([CH2:14][OH:15])=[CH:12][CH:11]=[CH:10][C:9]=1[OH:16].Br[CH2:18][C:19]([O:21][CH3:22])=[O:20]>CC(C)=O>[CH3:22][O:21][C:19](=[O:20])[CH2:18][O:16][C:9]1[CH:10]=[CH:11][CH:12]=[C:13]([CH2:14][OH:15])[C:8]=1[Cl:7] |f:0.1.2|. Procedure: Cesium carbonate (3.42 g, 10.5 mmol) was added to a solution of 2-chloro-3-hydroxymethylphenol (1.59 g, 10 mmol) in acetone at room temperature, and the reaction mixture allowed to stir for 30 minutes. Methyl bromoacetate (1.68 g, 11 mmol) was then added. The mixture was stirred overnight, filtered, and the filtrate was concentrated in vacuo. Purification of the residue by silica gel flash chromatography, eluting with dichloromethane/methanol, gave (2-chloro-3-hydroxymethylphenoxy)acetic acid me... Conditions: time 30 minute. Product: COC(COC1=C(C(=CC=C1)CO)Cl)=O ((2-chloro-3-hydroxymethylphenoxy)acetic acid methyl ester). Reactants: C([O-])([O-])=O.[Cs+].[Cs+] (Cesium carbonate), ClC1=C(C=CC=C1CO)O (2-chloro-3-hydroxymethylphenol), BrCC(=O)OC (Methyl bromoacetate).